Task: describe an organic reaction: reactants, conditions, products, and yield. Dataset: the Open Reaction Database (ORD), a public repository of structured organic reaction records Reactants: CCOP(=O)(Cc1ccc2cc(Br)c(C(F)(F)P(=O)(OCC)OCC)cc2c1)OCC, C1CCOC1, CC(C)(C)[O-], COC(=O)c1cccc(C=O)c1, [K+]. Product: CCOP(=O)(OCC)C(F)(F)c1cc2cc(C=Cc3cccc(C(=O)OC)c3)ccc2cc1Br. Reaction SMILES: [Br:1][c:2]1[cH:3][c:4]2[cH:5][cH:6][c:7]([CH2:23][P:24](=[O:25])([O:26][CH2:27][CH3:28])[O:29][CH2:30][CH3:31])[cH:8][c:9]2[cH:10][c:11]1[C:12]([F:13])([F:14])[P:15](=[O:16])([O:17][CH2:18][CH3:19])[O:20][CH2:21][CH3:22].[CH2:50]1[O:51][CH2:52][CH2:53][CH2:54]1.[CH3:44][C:45]([CH3:46])([O-:47])[CH3:48].[CH:32](=[O:33])[c:34]1[cH:35][c:36]([C:37](=[O:38])[O:39][CH3:40])[cH:41][cH:42][cH:43]1.[K+:49]>>[Br:1][c:2]1[cH:3][c:4]2[cH:5][cH:6][c:7]([CH:23]=[CH:32][c:34]3[cH:35][c:36]([C:37](=[O:38])[O:39][CH3:40])[cH:41][cH:42][cH:43]3)[cH:8][c:9]2[cH:10][c:11]1[C:12]([F:13])([F:14])[P:15](=[O:16])([O:17][CH2:18][CH3:19])[O:20][CH2:21][CH3:22]. Starting materials: CC(=O)O, Cl, [Na+], [OH-], Cl[Sn]Cl, Cc1cc(C(=O)Nc2ccccc2C=Cc2n[nH]c3ccccc23)ccc1[N+](=O)[O-]. The product is Cc1cc(C(=O)Nc2ccccc2C=Cc2n[nH]c3ccccc23)ccc1N. Reaction SMILES: [CH3:37][C:38](=[O:39])[OH:40].[ClH:31].[Na+:36].[OH-:35].[Sn:32]([Cl:33])[Cl:34].[nH:1]1[n:2][c:3]([CH:10]=[CH:11][c:12]2[c:13]([NH:18][C:19]([c:20]3[cH:21][c:22]([CH3:29])[c:23]([N+:26]([O-:27])=[O:28])[cH:24][cH:25]3)=[O:30])[cH:14][cH:15][cH:16][cH:17]2)[c:4]2[cH:5][cH:6][cH:7][cH:8][c:9]12>>[nH:1]1[n:2][c:3]([CH:10]=[CH:11][c:12]2[c:13]([NH:18][C:19]([c:20]3[cH:21][c:22]([CH3:29])[c:23]([NH2:26])[cH:24][cH:25]3)=[O:30])[cH:14][cH:15][cH:16][cH:17]2)[c:4]2[cH:5][cH:6][cH:7][cH:8][c:9]12. Reactants: CS(C)=O, CCN(C(C)C)C(C)C, CC(C)N1CCC(c2nc3cc(-c4ccc(Cl)cc4Cl)nc(Cl)n3n2)CC1, Cl, Cl, Cl, N#Cc1ccc(NCCN)nc1. The product is CC(C)N1CCC(c2nc3cc(-c4ccc(Cl)cc4Cl)nc(NCCNc4ccc(C#N)cn4)n3n2)CC1. Reaction SMILES: [CH3:52][S:53]([CH3:54])=[O:55].[CH:43]([N:44]([CH2:45][CH3:46])[CH:47]([CH3:48])[CH3:49])([CH3:50])[CH3:51].[Cl:2][c:3]1[n:4][c:5](-[c:21]2[c:22]([Cl:28])[cH:23][c:24]([Cl:27])[cH:25][cH:26]2)[cH:6][c:7]2[n:8]1[n:9][c:10]([CH:12]1[CH2:13][CH2:14][N:15]([CH:18]([CH3:19])[CH3:20])[CH2:16][CH2:17]1)[n:11]2.[ClH:1].[ClH:29].[ClH:30].[NH2:31][CH2:32][CH2:33][NH:34][c:35]1[n:36][cH:37][c:38]([C:39]#[N:40])[cH:41][cH:42]1>>[c:3]1([NH:31][CH2:32][CH2:33][NH:34][c:35]2[n:36][cH:37][c:38]([C:39]#[N:40])[cH:41][cH:42]2)[n:4][c:5](-[c:21]2[c:22]([Cl:28])[cH:23][c:24]([Cl:27])[cH:25][cH:26]2)[cH:6][c:7]2[n:8]1[n:9][c:10]([CH:12]1[CH2:13][CH2:14][N:15]([CH:18]([CH3:19])[CH3:20])[CH2:16][CH2:17]1)[n:11]2.